This data is from the Open Reaction Database (ORD), a public repository of structured organic reaction records. The task is: describe an organic reaction: reactants, conditions, products, and yield Reactants: compound, S(=O)(=O)(Cl)Cl (sulfonyl chloride), C(C)N (EtNH2), solution, ClS(=O)(=O)C1=CC=C(C=C1)C(C(=O)OCC)CC1CCOCC1 (ethyl 2-(4-chlorosulfonylphenyl)-3-(tetrahydropyran-4-yl)propionate). Solvent: C1CCOC1 (THF), C1CCOC1 (THF). Run at temperature 20 celsius, time 16 hour. The product is C(C)NS(=O)(=O)C1=CC=C(C=C1)C(C(=O)OCC)CC1CCOCC1 (ethyl 2-(4-ethylsulfamoylphenyl)-3-(tetrahydropyran-4-yl)propionate). As a reaction SMILES: Cl[S:2]([C:5]1[CH:10]=[CH:9][C:8]([CH:11]([CH2:17][CH:18]2[CH2:23][CH2:22][O:21][CH2:20][CH2:19]2)[C:12]([O:14][CH2:15][CH3:16])=[O:13])=[CH:7][CH:6]=1)(=[O:4])=[O:3].S(Cl)(Cl)(=O)=O.[CH2:29]([NH2:31])[CH3:30]>C1COCC1>[CH2:29]([NH:31][S:2]([C:5]1[CH:10]=[CH:9][C:8]([CH:11]([CH2:17][CH:18]2[CH2:23][CH2:22][O:21][CH2:20][CH2:19]2)[C:12]([O:14][CH2:15][CH3:16])=[O:13])=[CH:7][CH:6]=1)(=[O:4])=[O:3])[CH3:30]. Procedure: Ethyl(4-nitrophenyl)acetate (25.0 g, 119.5 mmol) was alkylated with 4-iodomethyltetrahydropyran (32.4 g, 143.4 mmol), according to the protocol described in Preparation 41, to give ethyl 2-(4-nitrophenyl)-3-(tetrahydropyran-4-yl)propionate: δH (CDCl3): 1.21 (3H, t), 1.25-1.45 (3H, m), 1.55-1.65 (2H, m), 1.70-1.80 (1H, m), 2.05-2.15 (1H, m), 3.25-3.35 (2H, m), 3.79 (1H, t), 3.90-3.95 (2H, m), 4.10-4.20 (2H, m), 7.49 (2H, d), 8.19 (2H, d). The nitro group of this compound (6.55 g, 18.1 mmol) was r... Starting materials: Clc1ccc2c(c1)CCc1cccnc1C2=C1CCNCC1, ClCCl, c1ccncc1, O=C(Cl)Cc1cccs1. Yields the product O=C(Cc1cccs1)N1CCC(=C2c3ccc(Cl)cc3CCc3cccnc32)CC1. As a reaction SMILES: [Cl:1][c:2]1[cH:3][cH:4][c:5]2[c:6]([cH:22]1)[CH2:7][CH2:8][c:9]1[c:10]([n:11][cH:12][cH:13][cH:14]1)[C:15]2=[C:16]1[CH2:17][CH2:18][NH:19][CH2:20][CH2:21]1.[Cl:38][CH2:39][Cl:40].[cH:23]1[cH:24][cH:25][n:26][cH:27][cH:28]1.[s:29]1[c:30]([CH2:34][C:35](=[O:36])[Cl:37])[cH:31][cH:32][cH:33]1>>[Cl:1][c:2]1[cH:3][cH:4][c:5]2[c:6]([cH:22]1)[CH2:7][CH2:8][c:9]1[c:10]([n:11][cH:12][cH:13][cH:14]1)[C:15]2=[C:16]1[CH2:17][CH2:18][N:19]([C:35]([CH2:34][c:30]2[s:29][cH:33][cH:32][cH:31]2)=[O:36])[CH2:20][CH2:21]1. Procedure details: To a stirring solution of N-acetylpiperazine (5.10 g, 40.0 mmol) in acetonitrile (100 mL) was added 1-(4-nitrophenoxy)-2-bromoethane (10.0 g, 40.0 mmol), K2CO3 (15 g, 108 mmol), and NaI (0.90 g, 6.0 mmol). The mixture was stirred under nitrogen at 70° C. for 24 hours, cooled, and concentrated. The residue was partitioned between ethyl acetate/10% aqueous K2CO3. The organic phase was dried and concentrated to afford crude product which was purified by flash column chromatography (5% CH3OH/CH2Cl2)... Solvent: C(C)#N (acetonitrile). Yields the product C(C)(=O)N1CCN(CC1)CCOC1=CC=C(C=C1)[N+](=O)[O-] (1-acetyl-4-[2-(4-nitrophenoxy)ethyl]piperazine). As a reaction SMILES: [C:1]([N:4]1[CH2:9][CH2:8][NH:7][CH2:6][CH2:5]1)(=[O:3])[CH3:2].[N+:10]([C:13]1[CH:22]=[CH:21][C:16]([O:17][CH2:18][CH2:19]Br)=[CH:15][CH:14]=1)([O-:12])=[O:11].C([O-])([O-])=O.[K+].[K+].[Na+].[I-]>C(#N)C>[C:1]([N:4]1[CH2:9][CH2:8][N:7]([CH2:19][CH2:18][O:17][C:16]2[CH:15]=[CH:14][C:13]([N+:10]([O-:12])=[O:11])=[CH:22][CH:21]=2)[CH2:6][CH2:5]1)(=[O:3])[CH3:2] |f:2.3.4,5.6|. Run at temperature 70 celsius, time 24 hour. The reactants are C(C)(=O)N1CCNCC1 (N-acetylpiperazine), [N+](=O)([O-])C1=CC=C(OCCBr)C=C1 (1-(4-nitrophenoxy)-2-bromoethane), C(=O)([O-])[O-].[K+].[K+] (K2CO3), [Na+].[I-] (NaI). Isolated yield 60.3%. The reactants are CCOC(=O)C(=O)OCC, Cc1ccc(C)n1-c1ccccc1CC#N, CC(C)(C)[O-], CCO, [Na+]. The product is CCOC(=O)C(=O)C(C#N)c1ccccc1-n1c(C)ccc1C. Reaction SMILES: [C:17]([C:18](=[O:19])[O:20][CH2:21][CH3:22])(=[O:23])[O:24][CH2:25][CH3:26].[CH3:1][c:2]1[n:3](-[c:8]2[c:9]([CH2:14][C:15]#[N:16])[cH:10][cH:11][cH:12][cH:13]2)[c:4]([CH3:7])[cH:5][cH:6]1.[CH3:27][C:28]([CH3:29])([O-:30])[CH3:31].[CH3:33][CH2:34][OH:35].[Na+:32]>>[CH3:1][c:2]1[n:3](-[c:8]2[c:9]([CH:14]([C:15]#[N:16])[C:17]([C:18](=[O:19])[O:20][CH2:21][CH3:22])=[O:23])[cH:10][cH:11][cH:12][cH:13]2)[c:4]([CH3:7])[cH:5][cH:6]1.